Dataset: the Open Reaction Database (ORD), a public repository of structured organic reaction records. Task: describe an organic reaction: reactants, conditions, products, and yield Reactants: FC1=C(C=CC(=C1)B1OC(C(O1)(C)C)(C)C)C=1N=CC(=NC1)N (5-(2-fluoro-4-(4,4,5,5-tetramethyl-1,3,2-dioxaborolan-2-yl)phenyl)-pyrazin-2-amine), BrC1=C(C=CC=C1)S(=O)(=O)N1CCN(CC1)C(=O)C1CC1 ((4-((2-bromophenyl)sulfonyl)piperazin-1-yl)(cyclopropyl)-methanone). Yields the product C1(CC1)C(=O)N1CCN(CC1)S(=O)(=O)C1=C(C=CC=C1)C1=CC(=C(C=C1)C=1N=CC(=NC1)N)F (5-(2′-{[4-(Cyclopropylcarbonyl)piperazin-1-yl]sulfonyl}-3-fluorobiphenyl-4-yl)pyrazin-2-amine). Reaction SMILES: [F:1][C:2]1[CH:7]=[C:6](B2OC(C)(C)C(C)(C)O2)[CH:5]=[CH:4][C:3]=1[C:17]1[N:18]=[CH:19][C:20]([NH2:23])=[N:21][CH:22]=1.Br[C:25]1[CH:30]=[CH:29][CH:28]=[CH:27][C:26]=1[S:31]([N:34]1[CH2:39][CH2:38][N:37]([C:40]([CH:42]2[CH2:44][CH2:43]2)=[O:41])[CH2:36][CH2:35]1)(=[O:33])=[O:32]>>[CH:42]1([C:40]([N:37]2[CH2:38][CH2:39][N:34]([S:31]([C:26]3[CH:27]=[CH:28][CH:29]=[CH:30][C:25]=3[C:6]3[CH:5]=[CH:4][C:3]([C:17]4[N:18]=[CH:19][C:20]([NH2:23])=[N:21][CH:22]=4)=[C:2]([F:1])[CH:7]=3)(=[O:33])=[O:32])[CH2:35][CH2:36]2)=[O:41])[CH2:43][CH2:44]1. Procedure: The title compound was prepared in a manner similar to that described in Example 448 using 5-(2-fluoro-4-(4,4,5,5-tetramethyl-1,3,2-dioxaborolan-2-yl)phenyl)-pyrazin-2-amine and (4-((2-bromophenyl)sulfonyl)piperazin-1-yl)(cyclopropyl)-methanone. MS (ESI): mass calcd. for C24H24FN5O3S, 481.16; m/z found, 482.1 [M+H]+. 1H NMR (400 MHz, CDCl3) δ 8.63-8.59 (m, 1H), 8.16-8.10 (m, 2H), 8.00 (m, 1H), 7.67-7.62 (m, 1H), 7.58-7.53 (m, 1H), 7.39-7.36 (m, 1H), 7.32-7.30 (m, 1H), 7.28 (s, 1H), 4.76 (s, 2H),... Reaction conditions: temperature 0 celsius, time 30 minute. The product is C1(CC1)C(O)C1=CN(C2=NC=CC=C21)S(=O)(=O)C2=CC=CC=C2 (cyclopropyl(1-(phenylsulfonyl)-1H-pyrrolo[2,3-b]pyridin-3-yl)methanol). Yield: 98.0%. Reaction SMILES: [C:1]1([S:7]([N:10]2[C:14]3=[N:15][CH:16]=[CH:17][CH:18]=[C:13]3[C:12]([CH:19]=[O:20])=[CH:11]2)(=[O:9])=[O:8])[CH:6]=[CH:5][CH:4]=[CH:3][CH:2]=1.[CH:21]1([Mg]Cl)[CH2:23][CH2:22]1>C1COCC1>[CH:21]1([CH:19]([C:12]2[C:13]3[C:14](=[N:15][CH:16]=[CH:17][CH:18]=3)[N:10]([S:7]([C:1]3[CH:2]=[CH:3][CH:4]=[CH:5][CH:6]=3)(=[O:8])=[O:9])[CH:11]=2)[OH:20])[CH2:23][CH2:22]1. Procedure details: 1-(Phenylsulfonyl)-1H-pyrrolo[2,3-b]pyridine-3-carbaldehyde (0.25 g, 0.87 mmol) was dissolved in dry THF (9 mL) and chilled to 0° C. Cyclopropylmagnesium chloride (2.6 mL of a 0.5M solution in THF, 1.5 eq.) was then added by syringe to the cold reaction mixture and stirred at 0° C. for 30 minutes. The mixture was then quenched with saturated ammonium chloride solution, extracted with EtOAc, extracts dried over sodium sulfate and concentrated to provide cyclopropyl(1-(phenylsulfonyl)-1H-pyrrolo[2... The reactants are C1(CC1)[Mg]Cl (Cyclopropylmagnesium chloride), solution, C1(=CC=CC=C1)S(=O)(=O)N1C=C(C=2C1=NC=CC2)C=O (1-(Phenylsulfonyl)-1H-pyrrolo[2,3-b]pyridine-3-carbaldehyde). The solvent is C1CCOC1 (THF), C1CCOC1 (THF).